This data is from the Open Reaction Database (ORD), a public repository of structured organic reaction records. The task is: describe an organic reaction: reactants, conditions, products, and yield The reactants are ClC[C@@H](CC1=CC(=CC=C1)OCC(CC)CC)O ((R)-1-chloro-3-(3-(2-ethylbutoxy)phenyl)propan-2-ol), [N-]=[N+]=[N-].[Na+] (sodium azide). Product: N(=[N+]=[N-])C[C@@H](CC1=CC(=CC=C1)OCC(CC)CC)O ((R)-1-azido-3-(3-(2-ethylbutoxy)phenyl)propan-2-ol). RXN SMILES: Cl[CH2:2][C@H:3]([OH:18])[CH2:4][C:5]1[CH:10]=[CH:9][CH:8]=[C:7]([O:11][CH2:12][CH:13]([CH2:16][CH3:17])[CH2:14][CH3:15])[CH:6]=1.[N-:19]=[N+:20]=[N-:21].[Na+]>>[N:19]([CH2:2][C@H:3]([OH:18])[CH2:4][C:5]1[CH:10]=[CH:9][CH:8]=[C:7]([O:11][CH2:12][CH:13]([CH2:16][CH3:17])[CH2:14][CH3:15])[CH:6]=1)=[N+:20]=[N-:21] |f:1.2|. Procedure: Treatment of (R)-1-chloro-3-(3-(2-ethylbutoxy)phenyl)propan-2-ol with sodium azide following the method used in Example 66 gave (R)-1-azido-3-(3-(2-ethylbutoxy)phenyl)propan-2-ol which was used without further purification. Reactants: O=C(O)c1cc(N(CC2CC2)C2CCCCC2)ncn1, Nc1ccnc2ccccc12. The product is O=C(Nc1ccnc2ccccc12)c1cc(N(CC2CC2)C2CCCCC2)ncn1. RXN SMILES: [CH:1]1([N:7]([c:8]2[cH:9][c:10]([C:14](=[O:15])[OH:16])[n:11][cH:12][n:13]2)[CH2:17][CH:18]2[CH2:19][CH2:20]2)[CH2:2][CH2:3][CH2:4][CH2:5][CH2:6]1.[NH2:21][c:22]1[cH:23][cH:24][n:25][c:26]2[cH:27][cH:28][cH:29][cH:30][c:31]12>>[CH:1]1([N:7]([c:8]2[cH:9][c:10]([C:14](=[O:16])[NH:21][c:22]3[cH:23][cH:24][n:25][c:26]4[cH:27][cH:28][cH:29][cH:30][c:31]34)[n:11][cH:12][n:13]2)[CH2:17][CH:18]2[CH2:19][CH2:20]2)[CH2:2][CH2:3][CH2:4][CH2:5][CH2:6]1. Reactants: C1CCOC1, C[Si](C)(C)C=[N+]=[N-], CO, O=C(O)c1ccc(I)cc1O. Product: COC(=O)c1ccc(I)cc1O. As a reaction SMILES: [CH2:19]1[O:20][CH2:21][CH2:22][CH2:23]1.[CH3:12][Si:13]([CH:14]=[N+:15]=[N-:16])([CH3:17])[CH3:18].[CH3:24][OH:25].[OH:1][c:2]1[c:3]([C:4](=[O:5])[OH:6])[cH:7][cH:8][c:9]([I:11])[cH:10]1>>[OH:1][c:2]1[c:3]([C:4]([O:5][CH3:12])=[O:6])[cH:7][cH:8][c:9]([I:11])[cH:10]1. As a reaction SMILES: [CH2:1]1[C:9]2[C:4](=[CH:5][CH:6]=[CH:7][CH:8]=2)[CH2:3][C:2]1=[O:10].Cl.[N:12]1[CH:17]=[CH:16][C:15]([CH2:18]Cl)=[CH:14][CH:13]=1.[Cl-].[OH-].[Na+]>C1C=CC=CC=1>[N:12]1[CH:17]=[CH:16][C:15]([CH2:18][C:1]2([CH2:18][C:15]3[CH:16]=[CH:17][N:12]=[CH:13][CH:14]=3)[C:9]3[C:4](=[CH:5][CH:6]=[CH:7][CH:8]=3)[CH2:3][C:2]2=[O:10])=[CH:14][CH:13]=1 |f:1.2,4.5|. The solvent is C1=CC=CC=C1 (benzene). Yields the product N1=CC=C(C=C1)CC1(C(CC2=CC=CC=C12)=O)CC1=CC=NC=C1 (1,1-bis(4-pyridinylmethyl)-1,3-dihydro-2H-indene-2-one). Starting materials: [OH-].[Na+] (sodium hydroxide), C1C(CC2=CC=CC=C12)=O (2-indanone), Cl.N1=CC=C(C=C1)CCl (4-picolyl chloride hydrochloride), [Cl-] (chloride). Procedure: To stirred mixture of 2-indanone (2.64 g, 0.02 mol), 4-picolyl chloride hydrochloride (7.22 g, 0.044 mol ), and benzyltriethylanmonium chloride (0.45 g, 0,002 mol) in 100 ml of benzene was added 1N sodium hydroxide (84 ml, 0.084 mol ) dropwise over a period of 30 min. The mixture was stirred for an additional 2.5 h. at room temperature, then heated to 60° and maintained at this temperature for 1 h. Thin layer chromatographic analysis indicated that the reaction was complete. The reaction mixture...